This data is from the Open Reaction Database (ORD), a public repository of structured organic reaction records. The task is: describe an organic reaction: reactants, conditions, products, and yield Reactants: C(C1=CC=CC=C1)OC1=C(C=CC(=C1)C(CCCCCC)(C)C)CCC(C)O (4-[2-benzyloxy-4-(1,1-dimethylheptyl)phenyl]-2-butanol), [H][H] (hydrogen), C([O-])(O)=O.[Na+] (sodium bicarbonate). Reagents/catalysts: [Pd] (palladium-on-carbon). The solvent is C(C)O (ethanol). The product is CC(CCCCCC)(C)C1=CC(=C(C=C1)CCC(C)O)O (4-[4-(1,1-Dimethylheptyl)-2-hydroxyphenyl]-2-butanol). As a reaction SMILES: C([O:8][C:9]1[CH:14]=[C:13]([C:15]([CH3:23])([CH3:22])[CH2:16][CH2:17][CH2:18][CH2:19][CH2:20][CH3:21])[CH:12]=[CH:11][C:10]=1[CH2:24][CH2:25][CH:26]([OH:28])[CH3:27])C1C=CC=CC=1.C(=O)(O)[O-].[Na+].[H][H]>[Pd].C(O)C>[CH3:23][C:15]([C:13]1[CH:12]=[CH:11][C:10]([CH2:24][CH2:25][CH:26]([OH:28])[CH3:27])=[C:9]([OH:8])[CH:14]=1)([CH3:22])[CH2:16][CH2:17][CH2:18][CH2:19][CH2:20][CH3:21] |f:1.2|. Procedure details: A mixture of 390 mg. (1.02 mmols.) of 4-[2-benzyloxy-4-(1,1-dimethylheptyl)phenyl]-2-butanol, 360 mg. of solid sodium bicarbonate, 100 mg. of 10% palladium-on-carbon and 10 ml. of ethanol is stirred under one atmosphere of hydrogen for 20 minutes. The reaction mixture is filtered through diatomaceous earth with ethyl acetate and evaporated to an oil. The oil is purified via rapid column chromatography on silica gel eluted with ether to give a quantitative yield of the title compound as an oil. Reactants: S=C(c1ncc[nH]1)c1ncc[nH]1, CC(=O)[O-], CC#N, CC(C)(C)c1cc(N)n[nH]1, [NH4+]. Product: CC(C)(C)c1cc(NC(N)=S)n[nH]1. Reaction SMILES: [C:11](=[S:12])([c:13]1[nH:14][cH:15][cH:16][n:17]1)[c:18]1[nH:19][cH:20][cH:21][n:22]1.[CH3:24][C:25](=[O:26])[O-:27].[CH3:28][C:29]#[N:30].[NH2:1][c:2]1[n:3][nH:4][c:5]([C:7]([CH3:8])([CH3:9])[CH3:10])[cH:6]1.[NH4+:23]>>[NH:1]([c:2]1[n:3][nH:4][c:5]([C:7]([CH3:8])([CH3:9])[CH3:10])[cH:6]1)[C:29](=[S:12])[NH2:30]. Reactants: CS(=O)(=O)OCC=1C(=NSC1)C1=CC=C(C=C1)Br ((3-(4-bromophenyl)isothiazol-4-yl)methyl methanesulfonate), OC1=C(C(=C(C=C1)CCC(=O)OCC)C)C (ethyl 3-(4-hydroxy-2,3-dimethylphenyl)propanoate). Procedure details: The title compound was prepared according to the procedure described in Example 91 following Step 5 and 6 by coupling (3-(4-bromophenyl)isothiazol-4-yl)methyl methanesulfonate and ethyl 3-(4-hydroxy-2,3-dimethylphenyl)propanoate followed by hydrolysis to afford the desired product as an off-white solid. 1H NMR (400 MHz, CDCl3) δ 8.78 (s, 1H), 7.60 (abq, J=10.5, 4.5 Hz, 4H), 6.98 (d, J=7.5 Hz, 1H), 6.68 (d, J=7.5 Hz, 1H), 5.05 (s, 2H), 2.95 (t, J=7.0 Hz, 2H), 2.62 (t, J=7.0 Hz, 2H), 2.25 (s, 3H),... Yields the product BrC1=CC=C(C=C1)C1=NSC=C1COC1=C(C(=C(C=C1)CCC(=O)O)C)C (3-(4-((3-(4-bromophenyl)isothiazol-4-yl)methoxy)-2,3-dimethylphenyl)propanoic acid). RXN SMILES: CS([O:5][CH2:6][C:7]1[C:8]([C:12]2[CH:17]=[CH:16][C:15]([Br:18])=[CH:14][CH:13]=2)=[N:9][S:10][CH:11]=1)(=O)=O.O[C:20]1[CH:25]=[CH:24][C:23]([CH2:26][CH2:27][C:28]([O:30]CC)=[O:29])=[C:22]([CH3:33])[C:21]=1[CH3:34]>>[Br:18][C:15]1[CH:16]=[CH:17][C:12]([C:8]2[C:7]([CH2:6][O:5][C:20]3[CH:25]=[CH:24][C:23]([CH2:26][CH2:27][C:28]([OH:30])=[O:29])=[C:22]([CH3:33])[C:21]=3[CH3:34])=[CH:11][S:10][N:9]=2)=[CH:13][CH:14]=1. As a reaction SMILES: [CH2:15]=[O:16].[CH3:13][OH:14].[ClH:12].[ClH:1].[OH:2][c:3]1[cH:4][c:5]([CH2:6][CH2:7][NH2:8])[cH:9][cH:10][cH:11]1>>[ClH:1].[OH:2][c:3]1[cH:4][c:5]2[c:9]([cH:10][cH:11]1)[CH2:13][NH:8][CH2:7][CH2:6]2. Product: Cl, Oc1ccc2c(c1)CCNC2. The reactants are C=O, CO, Cl, Cl, NCCc1cccc(O)c1. Reactants: C(C)(C)(C)OC(=O)N1CCC(CC1)C1=NC(=CC(=N1)C1=CC(=C(C=C1)F)Cl)N1CCN(CC1)C1=NC=CC=C1C(F)(F)F (4-{4-(3-chloro-4-fluoro-phenyl)-6-[4-(3-trifluoromethyl-pyridin-2-yl)-piperazin-1-yl]-pyrimidin-2-yl}-piperidine-1-carboxylic acid tert-butyl ester), Cl (HCl), O1CCOCC1 (dioxane), O1CCOCC1 (dioxane). Conditions: time 2 hour. Yields the product ClC=1C=C(C=CC1F)C1=NC(=NC(=C1)N1CCN(CC1)C1=NC=CC=C1C(F)(F)F)C1CCNCC1 (4-(3-chloro-4-fluoro-phenyl)-2-piperidin-4-yl-6-[4-(3-trifluoromethyl-pyridin-2-yl)-piperazin-1-yl]-pyrimidine), ClC=1C=C(C=CC1F)C1=NC(=NC(=C1)N1CCN(CC1)C1=NC=CC=C1C(F)(F)F)C1CCN(CC1)CCC (4-(3-Chloro-4-fluoro-phenyl)-2-(1-propyl-piperidin-4-yl)-6-[4-(3-trifluoromethyl-pyridin-2-yl)-piperazin-1-yl]-pyrimidine). Reaction SMILES: C(O[C:6]([N:8]1[CH2:13][CH2:12][CH:11]([C:14]2[N:19]=[C:18]([C:20]3[CH:25]=[CH:24][C:23]([F:26])=[C:22]([Cl:27])[CH:21]=3)[CH:17]=[C:16]([N:28]3[CH2:33][CH2:32][N:31]([C:34]4[C:39]([C:40]([F:43])([F:42])[F:41])=[CH:38][CH:37]=[CH:36][N:35]=4)[CH2:30][CH2:29]3)[N:15]=2)[CH2:10][CH2:9]1)=O)(C)(C)C.Cl.O1[CH2:50][CH2:49]OCC1>>[Cl:27][C:22]1[CH:21]=[C:20]([C:18]2[CH:17]=[C:16]([N:28]3[CH2:29][CH2:30][N:31]([C:34]4[C:39]([C:40]([F:42])([F:43])[F:41])=[CH:38][CH:37]=[CH:36][N:35]=4)[CH2:32][CH2:33]3)[N:15]=[C:14]([CH:11]3[CH2:10][CH2:9][NH:8][CH2:13][CH2:12]3)[N:19]=2)[CH:25]=[CH:24][C:23]=1[F:26].[Cl:27][C:22]1[CH:21]=[C:20]([C:18]2[CH:17]=[C:16]([N:28]3[CH2:29][CH2:30][N:31]([C:34]4[C:39]([C:40]([F:42])([F:43])[F:41])=[CH:38][CH:37]=[CH:36][N:35]=4)[CH2:32][CH2:33]3)[N:15]=[C:14]([CH:11]3[CH2:10][CH2:9][N:8]([CH2:6][CH2:49][CH3:50])[CH2:13][CH2:12]3)[N:19]=2)[CH:25]=[CH:24][C:23]=1[F:26]. Reported procedure: To a solution of 4-{4-(3-chloro-4-fluoro-phenyl)-6-[4-(3-trifluoromethyl-pyridin-2-yl)-piperazin-1-yl]-pyrimidin-2-yl}-piperidine-1-carboxylic acid tert-butyl ester (97 mg, 0.157 mmol) in dioxane, add 0.5 mL of HCl in dioxane (4M) and stir at room temperature for 2 hours. Concentrate the solution under reduced pressure and wash the residue with dry ether. Discard the ether wash, add additional ether and stir for one hour to give a pale yellow suspension. Collect the solid to afford 4-(3-chloro-4... The reactants are CO, [K+], [OH-], O, C=C(C(=O)OC)C(O)c1ccccc1. RXN SMILES: [CH3:18][OH:19].[K+:2].[OH-:1].[OH2:17].[OH:3][CH:4]([C:5]([C:6](=[O:7])[O:8][CH3:9])=[CH2:10])[c:11]1[cH:12][cH:13][cH:14][cH:15][cH:16]1>>[OH:3][CH:4]([C:5]([C:6](=[O:7])[OH:8])=[CH2:10])[c:11]1[cH:12][cH:13][cH:14][cH:15][cH:16]1. Product: C=C(C(=O)O)C(O)c1ccccc1.